This data is from the Open Reaction Database (ORD), a public repository of structured organic reaction records. The task is: describe an organic reaction: reactants, conditions, products, and yield Starting materials: [BH3-]C#N, O=C([O-])O, C=O, CC(=O)O, CCOC(C)=O, N#Cc1cc2c(Oc3ccc(NC(=O)NC4CC4)c(Cl)c3)ccnc2cc1OCC1CCNCC1, [Na+], [Na+], C1CCOC1. Product: CN1CCC(COc2cc3nccc(Oc4ccc(NC(=O)NC5CC5)c(Cl)c4)c3cc2C#N)CC1. As a reaction SMILES: [C:42]([BH3-:43])#[N:44].[C:46](=[O:47])([OH:48])[O-:49].[CH2:36]=[O:37].[CH3:38][C:39](=[O:40])[OH:41].[CH3:56][CH2:57][O:58][C:59](=[O:60])[CH3:61].[Cl:1][c:2]1[c:3]([NH:29][C:30](=[O:31])[NH:32][CH:33]2[CH2:34][CH2:35]2)[cH:4][cH:5][c:6]([O:8][c:9]2[cH:10][cH:11][n:12][c:13]3[cH:14][c:15]([O:21][CH2:22][CH:23]4[CH2:24][CH2:25][NH:26][CH2:27][CH2:28]4)[c:16]([C:19]#[N:20])[cH:17][c:18]23)[cH:7]1.[Na+:45].[Na+:50].[O:51]1[CH2:52][CH2:53][CH2:54][CH2:55]1>>[Cl:1][c:2]1[c:3]([NH:29][C:30](=[O:31])[NH:32][CH:33]2[CH2:34][CH2:35]2)[cH:4][cH:5][c:6]([O:8][c:9]2[cH:10][cH:11][n:12][c:13]3[cH:14][c:15]([O:21][CH2:22][CH:23]4[CH2:24][CH2:25][N:26]([CH3:38])[CH2:27][CH2:28]4)[c:16]([C:19]#[N:20])[cH:17][c:18]23)[cH:7]1. Reactants: CC(=O)C12C(CCCC1(C)C)(O2)C (2,6,6-trimethyl-1,2-epoxy-cyclohexyl methyl ketone). Solvent: O1CCOCC1 (dioxane). The product is CC(=O)C1=C(C=CCC1(C)C)C (2,6,6-Trimethyl-cyclohexa-1,3-dien-1-yl methyl ketone). Yield: 72.1%. RXN SMILES: [CH3:1][C:2]([C:4]12O[C:5]1([CH3:13])[CH2:6][CH2:7][CH2:8][C:9]2([CH3:11])[CH3:10])=[O:3]>O1CCOCC1>[CH3:1][C:2]([C:4]1[C:9]([CH3:11])([CH3:10])[CH2:8][CH:7]=[CH:6][C:5]=1[CH3:13])=[O:3]. Procedure details: 2.0 g (0.011 M) of 2,6,6-trimethyl-1,2-epoxy-cyclohexyl methyl ketone have been treated with 0.5 g of acidic diatomaceous earth in 10 ml of dioxane at 100° to give, after the usual treatments as described in Example 6, 1.3 g (yield 72%) of the desired product (purity 80%). Reactants: CN(C(=O)OC(C)(C)C)C(CSC(c1ccccc1)(c1ccccc1)c1ccccc1)C(=O)O, CN1CCCCC1, CNOC, CC(C)COC(=O)Cl, ClCCl. Yields the product CON(C)C(=O)C(CSC(c1ccccc1)(c1ccccc1)c1ccccc1)N(C)C(=O)OC(C)(C)C. As a reaction SMILES: [CH3:12][N:13]([CH:14]([CH2:15][S:16][C:17]([c:18]1[cH:19][cH:20][cH:21][cH:22][cH:23]1)([c:24]1[cH:25][cH:26][cH:27][cH:28][cH:29]1)[c:30]1[cH:31][cH:32][cH:33][cH:34][cH:35]1)[C:36](=[O:37])[OH:38])[C:39](=[O:40])[O:41][C:42]([CH3:43])([CH3:44])[CH3:45].[CH3:1][N:2]1[CH2:3][CH2:4][CH2:5][CH2:6][CH2:7]1.[CH3:8][NH:9][O:10][CH3:11].[Cl:46][C:47]([O:48][CH2:49][CH:50]([CH3:51])[CH3:52])=[O:53].[Cl:54][CH2:55][Cl:56]>>[CH3:8][N:9]([O:10][CH3:11])[C:36]([CH:14]([N:13]([CH3:12])[C:39](=[O:40])[O:41][C:42]([CH3:43])([CH3:44])[CH3:45])[CH2:15][S:16][C:17]([c:18]1[cH:19][cH:20][cH:21][cH:22][cH:23]1)([c:24]1[cH:25][cH:26][cH:27][cH:28][cH:29]1)[c:30]1[cH:31][cH:32][cH:33][cH:34][cH:35]1)=[O:38]. Starting materials: C(CCC)C(=C(CCCC)CCCC)[SnH3] (Tributylvinylstannane), ClC1=CC=C(CNC(=O)C2=CN(C3=CC=C(C=C3C2=O)I)C)C=C1 (N-(4-chlorobenzyl)-6-iodo-1-methyl-4-oxo-1,4-dihydro-3-quinolinecarboxamide). The reagents and catalysts are Cl[Pd]([P](C1=CC=CC=C1)(C2=CC=CC=C2)C3=CC=CC=C3)([P](C4=CC=CC=C4)(C5=CC=CC=C5)C6=CC=CC=C6)Cl (PdCl2(PPh3)2). The solvent is O (water). Reaction conditions: time 1 hour. Yields the product ClC1=CC=C(CNC(=O)C2=CN(C3=CC=C(C=C3C2=O)C=C)C)C=C1 (N-(4-Chlorobenzyl)-1-methyl-4-oxo-6-vinyl-1,4-dihydro-3-quinolinecarboxamide). Yield: 57.0%. Reaction SMILES: [CH2:1](C([SnH3])=C(CCCC)CCCC)[CH2:2]CC.[Cl:16][C:17]1[CH:39]=[CH:38][C:20]([CH2:21][NH:22][C:23]([C:25]2[C:34](=[O:35])[C:33]3[C:28](=[CH:29][CH:30]=[C:31](I)[CH:32]=3)[N:27]([CH3:37])[CH:26]=2)=[O:24])=[CH:19][CH:18]=1>Cl[Pd](Cl)([P](C1C=CC=CC=1)(C1C=CC=CC=1)C1C=CC=CC=1)[P](C1C=CC=CC=1)(C1C=CC=CC=1)C1C=CC=CC=1.O>[Cl:16][C:17]1[CH:39]=[CH:38][C:20]([CH2:21][NH:22][C:23]([C:25]2[C:34](=[O:35])[C:33]3[C:28](=[CH:29][CH:30]=[C:31]([CH:1]=[CH2:2])[CH:32]=3)[N:27]([CH3:37])[CH:26]=2)=[O:24])=[CH:19][CH:18]=1 |^1:42,61|. Procedure details: Tributylvinylstannane (0.32 mL) is added to a solution of N-(4-chlorobenzyl)-6-iodo-1-methyl-4-oxo-1,4-dihydro-3-quinolinecarboxamide (0.45 g) from Preparation No. 39 and PdCl2(PPh3)2 (70 mg). The mixture is stirred at room temperature for 1 h and then is heated to 60° C. for 30 min. After cooling to room temperature, the reaction mixture is poured into water (60 mL), filtered, and washed with water (20 mL) and diethyl ether (20 mL). The crude product is purified by recrystallization from aceton... Reactants: C1CCOC1, C=C(C)C(=O)OC, CC(C)(C)[O-], O=C(Cc1cccc(Cl)c1)c1ccc(Cl)cc1, [K+]. Reaction SMILES: [CH2:31]1[O:32][CH2:33][CH2:34][CH2:35]1.[CH3:1][O:2][C:3](=[O:4])[C:5]([CH3:6])=[CH2:7].[CH3:25][C:26]([CH3:27])([O-:28])[CH3:29].[Cl:8][c:9]1[cH:10][c:11]([CH2:15][C:16](=[O:17])[c:18]2[cH:19][cH:20][c:21]([Cl:24])[cH:22][cH:23]2)[cH:12][cH:13][cH:14]1.[K+:30]>>[CH3:1][O:2][C:3](=[O:4])[CH:5]([CH3:6])[CH2:7][CH:15]([c:11]1[cH:10][c:9]([Cl:8])[cH:14][cH:13][cH:12]1)[C:16](=[O:17])[c:18]1[cH:19][cH:20][c:21]([Cl:24])[cH:22][cH:23]1. Yields the product COC(=O)C(C)CC(C(=O)c1ccc(Cl)cc1)c1cccc(Cl)c1. Reactants: COC(C1=C(C(=CC=C1)OC)I)=O (methyl-2-iodo-3-methoxy-benzoate), COC1=C(C=CC=C1)B(O)O (2-methoxy-phenylboronic acid). Yields the product COC(=O)C1=CC=CC(=C1C1=C(C=CC=C1)OC)OC (methyl-2,2′-dimethoxy-biphenyl-6-carboxylate). RXN SMILES: [CH3:1][O:2][C:3](=[O:13])[C:4]1[CH:9]=[CH:8][CH:7]=[C:6]([O:10][CH3:11])[C:5]=1I.[CH3:14][O:15][C:16]1[CH:21]=[CH:20][CH:19]=[CH:18][C:17]=1B(O)O>>[CH3:1][O:2][C:3]([C:4]1[C:5]([C:17]2[CH:18]=[CH:19][CH:20]=[CH:21][C:16]=2[O:15][CH3:14])=[C:6]([O:10][CH3:11])[CH:7]=[CH:8][CH:9]=1)=[O:13]. Procedure details: Using the procedure outlined in Step A of Example 18, 201.7 mg (0.69 mmol) of methyl-2-iodo-3-methoxy-benzoate and 125.9 mg (0.82 mmol) of 2-methoxy-phenylboronic acid gave after 27 hours of reflux a quantitative yield of the title substance. Starting materials: C(=O)C1=CNC2=CC=C(C=C12)C(=O)OC (methyl 3-formyl-1H-indole-5-carboxylate), O.C1(=CC=C(C=C1)S(=O)(=O)O)C (p-toluenesulfonic acid monohydrate), p-toluenesulfonyl hydrazide. Run in C(C)(=O)OCC (ethyl acetate), CN(C)C=O (DMF). Reaction conditions: temperature 100 celsius. Yields the product CC1=CNC2=CC=C(C=C12)C(=O)OC (Methyl 3-methyl-1H-indole-5-carboxylate). The yield is 59.1%. RXN SMILES: [CH:1]([C:3]1[C:11]2[C:6](=[CH:7][CH:8]=[C:9]([C:12]([O:14][CH3:15])=[O:13])[CH:10]=2)[NH:5][CH:4]=1)=O.O.C1(C)C=CC(S(O)(=O)=O)=CC=1>CN(C=O)C.C(OCC)(=O)C>[CH3:1][C:3]1[C:11]2[C:6](=[CH:7][CH:8]=[C:9]([C:12]([O:14][CH3:15])=[O:13])[CH:10]=2)[NH:5][CH:4]=1 |f:1.2|. Reported procedure: To a solution of the methyl 3-formyl-1H-indole-5-carboxylate (893 mg, 4.4 mmol) in DMF (20 mL) was added the p-toluenesulfonic acid monohydrate (125 mg, 0.7 mmol) and the p-toluenesulfonyl hydrazide (982 mg, 5.3 mmol). The solution has been heated for 20 min at 100° C. The resulting mixture was diluted with ethyl acetate, washed with brine, dried over MgSO4 and concentrated. The crude product is dissolved in THF (40 mL) and NaBH3 CN (1.1 g, 17.6 mmol) was added. The solution has been heated for ... Reactants: CC(=O)[O-], CC(=O)[O-], CCOC(=O)c1cc(C)n[nH]1, ClCCl, [Cu+2], OB(O)c1ccc2ccccc2c1, c1ccncc1. Yields the product CCOC(=O)c1cc(C)nn1-c1ccc2ccccc2c1. As a reaction SMILES: [C:34]([O-:35])(=[O:36])[CH3:37].[C:39]([O-:40])(=[O:41])[CH3:42].[CH3:14][c:15]1[n:16][nH:17][c:18]([C:20](=[O:21])[O:22][CH2:23][CH3:24])[cH:19]1.[Cl:31][CH2:32][Cl:33].[Cu+2:38].[cH:1]1[c:2]([B:11]([OH:12])[OH:13])[cH:3][cH:4][c:5]2[cH:6][cH:7][cH:8][cH:9][c:10]12.[cH:25]1[cH:26][cH:27][n:28][cH:29][cH:30]1>>[cH:1]1[c:2](-[n:17]2[n:16][c:15]([CH3:14])[cH:19][c:18]2[C:20](=[O:21])[O:22][CH2:23][CH3:24])[cH:3][cH:4][c:5]2[cH:6][cH:7][cH:8][cH:9][c:10]12. Starting materials: ClC1=CC=C(C=C1)C1=NC(C=2N(C3=C1C=C(S3)CC)C(=NN2)C)(C(=O)OCC)CCCCC(=O)OCC ((±)-Ethyl 5-(4-(4-chlorophenyl)-6-ethoxycarbonyl-2-ethyl-9-methyl-6H-thieno[3,2-f][1,2,4]triazolo[4,3-a][1,4]diazepin-6-yl)valerate), [OH-].[Ba+2].[OH-] (barium hydroxide). Run in C(C)O (ethanol), O (water), C(C)O (ethanol). Reaction conditions: time 30 minute. Yields the product ClC1=CC=C(C=C1)C1=NC(C=2N(C3=C1C=C(S3)CC)C(=NN2)C)CCCCC(=O)O ((±)-5-(4-(4-chlorophenyl)-2-ethyl-9-methyl-6H-thieno[3,2-f][1,2,4]triazolo[4,3-a][1,4]diazepin-6-yl)valeric acid). The yield is 47.8%. As a reaction SMILES: [Cl:1][C:2]1[CH:7]=[CH:6][C:5]([C:8]2[C:14]3[CH:15]=[C:16]([CH2:18][CH3:19])[S:17][C:13]=3[N:12]3[C:20]([CH3:23])=[N:21][N:22]=[C:11]3[C:10]([CH2:29][CH2:30][CH2:31][CH2:32][C:33]([O:35]CC)=[O:34])(C(OCC)=O)[N:9]=2)=[CH:4][CH:3]=1.[OH-].[Ba+2].[OH-]>C(O)C.O>[Cl:1][C:2]1[CH:3]=[CH:4][C:5]([C:8]2[C:14]3[CH:15]=[C:16]([CH2:18][CH3:19])[S:17][C:13]=3[N:12]3[C:20]([CH3:23])=[N:21][N:22]=[C:11]3[CH:10]([CH2:29][CH2:30][CH2:31][CH2:32][C:33]([OH:35])=[O:34])[N:9]=2)=[CH:6][CH:7]=1 |f:1.2.3|. Procedure details: 4-(4-Chlorophenyl)-2-ethyl-9-methyl-6H-thieno[3,2-f][1,2,4]triazolo[4,3-a][1,4]diazepine (10 g) is dissolved in diethyl carbonate (150 ml) in a nitrogen stream, and 60% sodium hydride (2.0 g) is added with stirring at room temperature. The mixture is refluxed under heating for 2 hours and cooled to 50° C. with ice water. Ethyl bromovalerate (7.9 ml) is added. After stirring at 100° C. for 2 hours, the reaction mixture is poured on ice water (1 l) and extracted with ethyl acetate. The organic lay...